Dataset: the Open Reaction Database (ORD), a public repository of structured organic reaction records. Task: describe an organic reaction: reactants, conditions, products, and yield Starting materials: NCCCCC1=CC=C(C=C1)CCCC(C)NC[C@H](O)C=1C=CC(=C(C1)NC=O)O (N-[5-(2-{4-[4-(4-Aminobutyl)phenyl]-1-methylbutylamino}-1-(R)-hydroxyethyl)-2-hydroxyphenyl]formamide), CCN(C(C)C)C(C)C (Hunig's base), I.NC=1C(=NC(=C(N1)N)Cl)C(=O)NC(SC)=N (1-(3,5-diamino-6-chloropyrazine-2-carbony)-2-methylisothiourea hydriodide). Solvent: C(C)O (ethanol). Run at time 3 hour. Yields the product NC=1C(=NC(=C(N1)N)Cl)C(=O)N=C(NCCCCC1=CC=C(C=C1)CCCC(C)NC[C@H](O)C=1C=CC(=C(C1)NC=O)O)N (N-(5-{2-[4-(4-{4-[N′-(3,5-Diamino-6-chloropyrazine-2-carbonyl)guanidino]butyl}-phenyl)-1-methylbutylamino]-1-(R)-hydroxyethyl}-2-hydroxyphenyl)formamide). Yield: 55.6%. RXN SMILES: [NH2:1][CH2:2][CH2:3][CH2:4][CH2:5][C:6]1[CH:11]=[CH:10][C:9]([CH2:12][CH2:13][CH2:14][CH:15]([NH:17][CH2:18][C@@H:19]([C:21]2[CH:22]=[CH:23][C:24]([OH:30])=[C:25]([NH:27][CH:28]=[O:29])[CH:26]=2)[OH:20])[CH3:16])=[CH:8][CH:7]=1.CCN(C(C)C)C(C)C.I.[NH2:41][C:42]1[C:43]([C:50]([NH:52][C:53](=[NH:56])SC)=[O:51])=[N:44][C:45]([Cl:49])=[C:46]([NH2:48])[N:47]=1>C(O)C>[NH2:41][C:42]1[C:43]([C:50]([N:52]=[C:53]([NH2:56])[NH:1][CH2:2][CH2:3][CH2:4][CH2:5][C:6]2[CH:7]=[CH:8][C:9]([CH2:12][CH2:13][CH2:14][CH:15]([NH:17][CH2:18][C@@H:19]([C:21]3[CH:22]=[CH:23][C:24]([OH:30])=[C:25]([NH:27][CH:28]=[O:29])[CH:26]=3)[OH:20])[CH3:16])=[CH:10][CH:11]=2)=[O:51])=[N:44][C:45]([Cl:49])=[C:46]([NH2:48])[N:47]=1 |f:2.3|. Reported procedure: A solution composed of compound 28 (0.10 g, 0.25 mmol), Hunig's base (0.21 mL, 1.23 mmol) and ethanol (5 mL) was heated at 70° C. for 30 min before 1-(3,5-diamino-6-chloropyrazine-2-carbony)-2-methylisothiourea hydriodide (0.11 g, 0.27 mmol) was added. The resulting solution was continuously stirred at that temperature for an additional 3 h before it was cooled to room temperature. The solvent was removed by evaporation. The resulting residue was subjected to column chromatography eluting with a... The reactants are C([O-])(O)=O.[Na+] (sodium bicarbonate), COC(CC1=CC=C(C=C1)Br)=O ((4-Bromo-phenyl)acetic acid methyl ester), C1(CCCCC1)P(C1=C(C=CC=C1)C1=C(C=CC=C1OC)OC)C1CCCCC1 (2-dicyclohexylphosphino-2′,6′-dimethoxy-1,1′-biphenyl), P(=O)([O-])([O-])[O-].[K+].[K+].[K+] (potassium phosphate), C(C)C(CC)(C1=CC(=C(C=C1)B1OC(C(O1)(C)C)(C)C)C)C1=CC(=C(C=C1)/C=C/C1(CCCC1)O)C ((E)-1-[2-(4-{1-ethyl-1-[3-methyl-4-(4,4,5,5-tetramethyl-[1,3,2]dioxaborolan-2-yl)-phenyl]-propyl}-2-methyl-phenyl)-vinyl]-cyclopentanol). Reagents/catalysts: C(C)(=O)[O-].[Pd+2].C(C)(=O)[O-] (palladium acetate). Solvent: C1(=CC=CC=C1)C (toluene), O (water). Run at temperature 100 celsius, time 2.5 hour. Yields the product COC(CC1=CC=C(C=C1)C1=C(C=C(C=C1)C(CC)(C1=CC(=C(C=C1)\C=C\C1(CCCC1)O)C)CC)C)=O ((E)-[4′-(1-ethyl-1-{4-[2-(1-hydroxy-cyclopentyl)-vinyl]-3-methyl-phenyl}-propyl)-2′-methyl-biphenyl-4-yl]-acetic Acid Methyl Ester). Yield: 29.4%. RXN SMILES: [CH3:1][O:2][C:3](=[O:12])[CH2:4][C:5]1[CH:10]=[CH:9][C:8](Br)=[CH:7][CH:6]=1.C1(P(C2CCCCC2)C2C=CC=CC=2C2C(OC)=CC=CC=2OC)CCCCC1.P([O-])([O-])([O-])=O.[K+].[K+].[K+].[CH2:50]([C:52]([C:71]1[CH:76]=[CH:75][C:74](/[CH:77]=[CH:78]/[C:79]2([OH:84])[CH2:83][CH2:82][CH2:81][CH2:80]2)=[C:73]([CH3:85])[CH:72]=1)([C:55]1[CH:60]=[CH:59][C:58](B2OC(C)(C)C(C)(C)O2)=[C:57]([CH3:70])[CH:56]=1)[CH2:53][CH3:54])[CH3:51].C(=O)(O)[O-].[Na+]>C1(C)C=CC=CC=1.C([O-])(=O)C.[Pd+2].C([O-])(=O)C.O>[CH3:1][O:2][C:3](=[O:12])[CH2:4][C:5]1[CH:10]=[CH:9][C:8]([C:58]2[CH:59]=[CH:60][C:55]([C:52]([CH2:53][CH3:54])([C:71]3[CH:76]=[CH:75][C:74](/[CH:77]=[CH:78]/[C:79]4([OH:84])[CH2:80][CH2:81][CH2:82][CH2:83]4)=[C:73]([CH3:85])[CH:72]=3)[CH2:50][CH3:51])=[CH:56][C:57]=2[CH3:70])=[CH:7][CH:6]=1 |f:2.3.4.5,7.8,10.11.12|. Procedure details: (4-Bromo-phenyl)acetic acid methyl ester (Tetrahedron Letters 44 (2003) 331-334; 35 mg, 0.153 mmol), palladium acetate (2.2 mg, 0.010 mmol), 2-dicyclohexylphosphino-2′,6′-dimethoxy-1,1′-biphenyl (8.2 mg, 0.020 mmol), potassium phosphate (65 mg, 0.306 mmol) and water (0.2 mL) were added to a solution of (E)-1-[2-(4-{1-ethyl-1-[3-methyl-4-(4,4,5,5-tetramethyl-[1,3,2]dioxaborolan-2-yl)-phenyl]-propyl}-2-methyl-phenyl)-vinyl]-cyclopentanol (Example 33-(3); 50 mg, 0.102 mmol) in toluene (2 mL). After...